describe an organic reaction: reactants, conditions, products, and yield From a dataset of the Open Reaction Database (ORD), a public repository of structured organic reaction records. The reactants are BrCCC(CCCC(C)(C)OC)C (1-bromo-7-methoxy-3,7-dimethyloctane), BrCCC(CCCC(C)(C)OCC)C (1-bromo-7-ethoxy-3,7-dimethyloctane), BrCC=C(CCCC(C)(C)OC)C (1-bromo-7-methoxy-3,7-dimethyloct-2-ene), BrCC=C(CCCC(C)(C)OCC)C (1-bromo-7-ethoxy-3,7-dimethyloct-2-ene), C(C)C1=CC=C(C=C1)S (p-ethylphenyl mercaptan). Product: C(C)C1=CC=C(C=C1)SCCC(CCCC(C)(C)OC)C (7-methoxy-3,7-dimethyloctyl p-ethylphenyl sulfide), C(C)C1=CC=C(C=C1)SCCC(CCCC(C)(C)OCC)C (7-ethoxy-3,7-dimethyloctyl p-ethylphenyl sulfide), C(C)C1=CC=C(C=C1)SCC=C(CCCC(C)(C)OC)C (7-methoxy-3,7-dimethyloct-2-enyl p-ethylphenyl sulfide), C(C)C1=CC=C(C=C1)SCC=C(CCCC(C)(C)OCC)C (7-ethoxy-3,7-dimethyloct-2-enyl p-ethylphenyl sulfide). RXN SMILES: Br[CH2:2][CH2:3][CH:4]([CH3:13])[CH2:5][CH2:6][CH2:7][C:8]([O:11][CH3:12])([CH3:10])[CH3:9].Br[CH2:15][CH2:16][CH:17]([CH3:27])[CH2:18][CH2:19][CH2:20][C:21]([O:24][CH2:25][CH3:26])([CH3:23])[CH3:22].Br[CH2:29][CH:30]=[C:31]([CH3:40])[CH2:32][CH2:33][CH2:34][C:35]([O:38][CH3:39])([CH3:37])[CH3:36].Br[CH2:42][CH:43]=[C:44]([CH3:54])[CH2:45][CH2:46][CH2:47][C:48]([O:51][CH2:52][CH3:53])([CH3:50])[CH3:49].[CH2:55]([C:57]1[CH:62]=[CH:61][C:60]([SH:63])=[CH:59][CH:58]=1)[CH3:56]>>[CH2:55]([C:57]1[CH:62]=[CH:61][C:60]([S:63][CH2:2][CH2:3][CH:4]([CH3:13])[CH2:5][CH2:6][CH2:7][C:8]([O:11][CH3:12])([CH3:10])[CH3:9])=[CH:59][CH:58]=1)[CH3:56].[CH2:55]([C:57]1[CH:62]=[CH:61][C:60]([S:63][CH2:15][CH2:16][CH:17]([CH3:27])[CH2:18][CH2:19][CH2:20][C:21]([O:24][CH2:25][CH3:26])([CH3:23])[CH3:22])=[CH:59][CH:58]=1)[CH3:56].[CH2:55]([C:57]1[CH:62]=[CH:61][C:60]([S:63][CH2:29][CH:30]=[C:31]([CH3:40])[CH2:32][CH2:33][CH2:34][C:35]([O:38][CH3:39])([CH3:37])[CH3:36])=[CH:59][CH:58]=1)[CH3:56].[CH2:55]([C:57]1[CH:62]=[CH:61][C:60]([S:63][CH2:42][CH:43]=[C:44]([CH3:54])[CH2:45][CH2:46][CH2:47][C:48]([O:51][CH2:52][CH3:53])([CH3:50])[CH3:49])=[CH:59][CH:58]=1)[CH3:56]. Procedure: By using the process of either Example 4 or 13, each of 1-bromo-7-methoxy-3,7-dimethyloctane, 1-bromo-7-ethoxy-3,7-dimethyloctane, 1-bromo-7-methoxy-3,7-dimethyloct-2-ene and 1-bromo-7-ethoxy-3,7-dimethyloct-2-ene is reacted with p-ethylphenyl mercaptan to yield 7-methoxy-3,7-dimethyloctyl p-ethylphenyl sulfide, 7-ethoxy-3,7-dimethyloctyl p-ethylphenyl sulfide, 7-methoxy-3,7-dimethyloct-2-enyl p-ethylphenyl sulfide and 7-ethoxy-3,7-dimethyloct-2-enyl p-ethylphenyl sulfide, respectively. By use o... Starting materials: C(=O)C=1C=C2C(=C(NC2=CC1)C(=O)N)SC1=CC=CC=C1 (5-formyl-3-phenylsulfanyl-1H-indole-2-carboxylic acid amide), O1CCOC12CCNCC2 (1,4-dioxa-8-aza-spiro[4,5]decane). Run in CO.C(Cl)Cl (MeOH CH2Cl2). Yields the product O1CCOC12CCN(CC2)CC=2C=C1C(=C(NC1=CC2)C(=O)N)SC2=CC=CC=C2 (5-(1,4-Dioxa-8-aza-spiro[4,5]dec-8-ylmethyl)-3-phenylsulfanyl-1H-indole-2-carboxylic acid amide). RXN SMILES: [CH:1]([C:3]1[CH:4]=[C:5]2[C:9](=[CH:10][CH:11]=1)[NH:8][C:7]([C:12]([NH2:14])=[O:13])=[C:6]2[S:15][C:16]1[CH:21]=[CH:20][CH:19]=[CH:18][CH:17]=1)=O.[O:22]1[C:26]2([CH2:31][CH2:30][NH:29][CH2:28][CH2:27]2)[O:25][CH2:24][CH2:23]1>CO.C(Cl)Cl>[O:22]1[C:26]2([CH2:31][CH2:30][N:29]([CH2:1][C:3]3[CH:4]=[C:5]4[C:9](=[CH:10][CH:11]=3)[NH:8][C:7]([C:12]([NH2:14])=[O:13])=[C:6]4[S:15][C:16]3[CH:21]=[CH:20][CH:19]=[CH:18][CH:17]=3)[CH2:28][CH2:27]2)[O:25][CH2:24][CH2:23]1 |f:2.3|. Reported procedure: Treat 5-formyl-3-phenylsulfanyl-1H-indole-2-carboxylic acid amide 13 (m=0, R3=Ph) (80 mg, 0.27 mmol) with 1,4-dioxa-8-aza-spiro[4,5]decane (71.6 mg, 0.50 mmol) as described in General Procedure X to afford Iz (51.0 mg, 44.7%) as a tan solid, tlc Rf=0.35 (10% MeOH/CH2Cl2-0.20% Et3N), m/z obs=424 (M+1). Starting materials: O=C1CCC(CC1)NC(OCC1=CC=CC=C1)=O (benzyl (4-oxocyclohexyl)carbamate), Cl.FC1=CC=C(C=C1)NN (4-fluorophenylhydrazine hydrochloride). Run in CC(=O)O (AcOH), CC(OCC)=O (EA). Product: FC=1C=C2C=3CC(CCC3NC2=CC1)NC(OCC1=CC=CC=C1)=O (benzyl (6-fluoro-2,3,4,9-tetrahydro-1H-carbazol-3-yl)carbamate). As a reaction SMILES: O=[C:2]1[CH2:7][CH2:6][CH:5]([NH:8][C:9](=[O:18])[O:10][CH2:11][C:12]2[CH:17]=[CH:16][CH:15]=[CH:14][CH:13]=2)[CH2:4][CH2:3]1.Cl.[F:20][C:21]1[CH:26]=[CH:25][C:24]([NH:27]N)=[CH:23][CH:22]=1>CC(O)=O.CC(=O)OCC>[F:20][C:21]1[CH:22]=[C:23]2[C:24](=[CH:25][CH:26]=1)[NH:27][C:2]1[CH2:7][CH2:6][CH:5]([NH:8][C:9](=[O:18])[O:10][CH2:11][C:12]3[CH:17]=[CH:16][CH:15]=[CH:14][CH:13]=3)[CH2:4][C:3]2=1 |f:1.2|. Procedure: A solution of benzyl (4-oxocyclohexyl)carbamate (21.7 g, 87.8 mmol) and 4-fluorophenylhydrazine hydrochloride (14.3 g, 87.8 mmol) in glacial AcOH (148 ml) was stirred at reflux for 1 h30. After cooling to rt, the reaction mixture was diluted with EA and washed with sat.aq. NaHCO3 solution. The aqueous phase was extracted twice with EA, the combined organic extracts were washed with sat. aq. NaHCO3 solution, water and brine, dried over MgSO4, filtered and concentrated in vacuo to give the title c... The product is COc1ccc(CNC(=N)N)cc1OC, CS(=O)(=O)[O-]. Reactants: COc1ccc(CNC(=N)N)cc1OC, CS(=O)(=O)O, CO. RXN SMILES: [CH2:6]([c:7]1[cH:8][c:9]([O:10][CH3:11])[c:12]([O:13][CH3:14])[cH:15][cH:16]1)[NH:17][C:18](=[NH:19])[NH2:20].[CH3:1][S:2]([OH:3])(=[O:4])=[O:5].[CH3:21][OH:22]>>[CH2:6]([c:7]1[cH:8][c:9]([O:10][CH3:11])[c:12]([O:13][CH3:14])[cH:15][cH:16]1)[NH:17][C:18](=[NH:19])[NH2:20].[CH3:1][S:2](=[O:3])(=[O:4])[O-:5]. The reactants are BrC=1C=C(C(=O)NC=2SC3=C(N2)C(=CC=C3C3OCCOC3)OC)C=CN1 ((+)-2-bromo-N-(7-[1,4]dioxan-2-yl-4-methoxy-benzothiazol-2-yl)-isonicotinamide), OCCN1CCOCC1 (N-(2-hydroxyethyl)morpholine), C(C)(C)(C)C1=CC(=CC(=C1O)C(C)(C)C)C (2,6-di-tert-butyl-para-cresol), [H-].[Na+] (sodium hydride). Run in O1CCOCC1 (dioxane), CN(C)C=O (DMF). Run at temperature 50 celsius. Yields the product O1C(COCC1)C1=CC=C(C=2N=C(SC21)NC(C2=CC(=NC=C2)OCCN2CCOCC2)=O)OC ((+)-N-(7-[1,4]dioxan-2-yl-4-methoxy-benzothiazol-2-yl)-2-(2-morpholin-4-yl-ethoxy)-isonicotinamide). Yield: 72.6%. As a reaction SMILES: [OH:1][CH2:2][CH2:3][N:4]1[CH2:9][CH2:8][O:7][CH2:6][CH2:5]1.C(C1C(O)=C(C(C)(C)C)C=C(C)C=1)(C)(C)C.[H-].[Na+].Br[C:29]1[CH:30]=[C:31]([CH:52]=[CH:53][N:54]=1)[C:32]([NH:34][C:35]1[S:36][C:37]2[C:43]([CH:44]3[CH2:49][O:48][CH2:47][CH2:46][O:45]3)=[CH:42][CH:41]=[C:40]([O:50][CH3:51])[C:38]=2[N:39]=1)=[O:33]>O1CCOCC1.CN(C=O)C>[O:45]1[CH2:46][CH2:47][O:48][CH2:49][CH:44]1[C:43]1[C:37]2[S:36][C:35]([NH:34][C:32](=[O:33])[C:31]3[CH:52]=[CH:53][N:54]=[C:29]([O:1][CH2:2][CH2:3][N:4]4[CH2:9][CH2:8][O:7][CH2:6][CH2:5]4)[CH:30]=3)=[N:39][C:38]=2[C:40]([O:50][CH3:51])=[CH:41][CH:42]=1 |f:2.3|. Procedure: To a solution of 437 mg (3.33 mmol) N-(2-hydroxyethyl)morpholine and 20 mg (0.09 mmol) 2,6-di-tert-butyl-para-cresol in 5 ml dioxane and 1 ml DMF was added portionwise 194 mg (4.44 mmol) sodium hydride (55% dispersion in oil) and the mixture heated at 50° C. for 30 min. 200 mg (0.44 mmol) (+)-2-bromo-N-(7-[1,4]dioxan-2-yl-4-methoxy-benzothiazol-2-yl)-isonicotinamide was then added and the mixture heated at 80° C. for 16 h. The reaction mixture was then poured onto water and extracted three times... The reactants are C(C)OC(CN(CC1=CC(=CC=C1)N)C([C@H](C(C)C)NC(C1=CC=CC=C1)=O)=O)=O (((2(S)-Benzoylamino-3-methylbutyryl)-(3-aminobenzyl)amino)acetic Acid Ethyl Ester), C(C)(=O)OC(C)=O (acetic anhydride). The solvent is CCOC(=O)C (EtOAc), Cl (HCl), N1=CC=CC=C1 (pyridine). Reaction conditions: time 8 hour. Yields the product C(C)OC(CN(C([C@H](C(C)C)NC(C1=CC=CC=C1)=O)=O)CC1=CC(=CC=C1)NC(C)=O)=O ((3-Acetylaminobenzyl-(2(S)-benzoylamino-3-methylbutyryl)-amino)acetic Acid Ethyl Ester). The yield is 99.8%. Reaction SMILES: [CH2:1]([O:3][C:4](=[O:30])[CH2:5][N:6]([C:15](=[O:29])[C@@H:16]([NH:20][C:21](=[O:28])[C:22]1[CH:27]=[CH:26][CH:25]=[CH:24][CH:23]=1)[CH:17]([CH3:19])[CH3:18])[CH2:7][C:8]1[CH:13]=[CH:12][CH:11]=[C:10]([NH2:14])[CH:9]=1)[CH3:2].[C:31](OC(=O)C)(=[O:33])[CH3:32]>N1C=CC=CC=1.CCOC(C)=O.Cl>[CH2:1]([O:3][C:4](=[O:30])[CH2:5][N:6]([CH2:7][C:8]1[CH:13]=[CH:12][CH:11]=[C:10]([NH:14][C:31](=[O:33])[CH3:32])[CH:9]=1)[C:15](=[O:29])[C@@H:16]([NH:20][C:21](=[O:28])[C:22]1[CH:23]=[CH:24][CH:25]=[CH:26][CH:27]=1)[CH:17]([CH3:19])[CH3:18])[CH3:2]. Reported procedure: To a solution of 735 (435.0 mg, 1.06 mmol) in pyridine (3.0 ml) was added acetic anhydride (50 μL, 1.59 mmol) and the reaction allowed to stir overnight. The reaction was diluted with EtOAc and 1N HCl. The layers were separated and the organic phase washed with brine, dried over MgSO4, filtered and concentrated to dryness to provide 480 mg of 742. ##STR121##